Dataset: the Open Reaction Database (ORD), a public repository of structured organic reaction records. Task: describe an organic reaction: reactants, conditions, products, and yield Reagents/catalysts: O1B(OC(C)(C)C1(C)C)B2OC(C)(C)C(O2)(C)C, N=1C=CC=CC1C=NN(CC=2C=CC=CC2)CC=3C=CC=CC3, O1BOC(C)(C)C1(C)C, C[OH2+].C[OH2+].C1CC=CCCC=C1.C1CC=CCCC=C1.[Ir].[Ir]. The reactants are N=1C=CC=C(OC)C1C=2C=CC=C3C=CC=CC32. The product is N=1C=CC=C(OC)C1C=2C(=CC=C3C=CC=CC32)B4OC(C)(C)C(O4)(C)C. Yield: 69.0%. Procedure: Following the general procedure, column chromatography (EtOAc/nhexane 1:3) afforded 9g (125 mg, 69 %) as a light yellow viscous oil. Reaction conditions: temperature 80 celsius, time 12 hour. Solvent: O1CCCC1. Reactants: COC(=O)c1cc(-c2ccc(C)cn2)cc(-c2ccnn2CC2CC2)c1, CO, [Na+], [OH-]. Yields the product Cc1ccc(-c2cc(C(=O)O)cc(-c3ccnn3CC3CC3)c2)nc1. Reaction SMILES: [CH3:1][O:2][C:3]([c:4]1[cH:5][c:6](-[c:17]2[n:18]([CH2:22][CH:23]3[CH2:24][CH2:25]3)[n:19][cH:20][cH:21]2)[cH:7][c:8](-[c:10]2[n:11][cH:12][c:13]([CH3:16])[cH:14][cH:15]2)[cH:9]1)=[O:26].[CH3:29][OH:30].[Na+:28].[OH-:27]>>[O:2]=[C:3]([c:4]1[cH:5][c:6](-[c:17]2[n:18]([CH2:22][CH:23]3[CH2:24][CH2:25]3)[n:19][cH:20][cH:21]2)[cH:7][c:8](-[c:10]2[n:11][cH:12][c:13]([CH3:16])[cH:14][cH:15]2)[cH:9]1)[OH:26]. Starting materials: C(CCCCC)(=O)C=1C=C2CC(NC2=CC1)=O (5-hexanoyl-2-indolinone), C(C)(=O)OC(C)=O (acetic anhydride). Product: C(C)(=O)N1C(CC2=CC(=CC=C12)C(CCCCC)=O)=O (1-acetyl-5-hexanoyl-2-indolinone). As a reaction SMILES: [C:1]([C:8]1[CH:9]=[C:10]2[C:14](=[CH:15][CH:16]=1)[NH:13][C:12](=[O:17])[CH2:11]2)(=[O:7])[CH2:2][CH2:3][CH2:4][CH2:5][CH3:6].[C:18](OC(=O)C)(=[O:20])[CH3:19]>>[C:18]([N:13]1[C:14]2[C:10](=[CH:9][C:8]([C:1](=[O:7])[CH2:2][CH2:3][CH2:4][CH2:5][CH3:6])=[CH:16][CH:15]=2)[CH2:11][C:12]1=[O:17])(=[O:20])[CH3:19]. Reported procedure: Prepared from 5-hexanoyl-2-indolinone and acetic anhydride The solvent is CN(C)C=O (DMF). Product: ClC1=C(C=CC=C1)N1N=CN=C1C1=CC2=C(C3=C(OCC2)C=C(C=C3)C#N)S1 (2-(1-(2-chlorophenyl)-1H-1,2,4-triazol-5-yl)-4,5-dihydrobenzo[b]thieno[2,3-d]oxepine-8-carbonitrile). As a reaction SMILES: Br[C:2]1[CH:3]=[CH:4][C:5]2[C:11]3[S:12][C:13]([C:15]4[N:19]([C:20]5[CH:25]=[CH:24][CH:23]=[CH:22][C:21]=5[Cl:26])[N:18]=[CH:17][N:16]=4)=[CH:14][C:10]=3[CH2:9][CH2:8][O:7][C:6]=2[CH:27]=1.[C:28]([Cu])#[N:29]>CN(C=O)C>[Cl:26][C:21]1[CH:22]=[CH:23][CH:24]=[CH:25][C:20]=1[N:19]1[C:15]([C:13]2[S:12][C:11]3[C:5]4[CH:4]=[CH:3][C:2]([C:28]#[N:29])=[CH:27][C:6]=4[O:7][CH2:8][CH2:9][C:10]=3[CH:14]=2)=[N:16][CH:17]=[N:18]1. Reactants: BrC=1C=CC2=C(OCCC3=C2SC(=C3)C3=NC=NN3C3=C(C=CC=C3)Cl)C1 (5-(8-bromo-4,5-dihydrobenzo[b]thieno[2,3-d]oxepin-2-yl)-1-(2-chlorophenyl)-1H-1,2,4-triazole), C(#N)[Cu] (CuCN). Reported procedure: Following the procedure in Example 53, 5-(8-bromo-4,5-dihydrobenzo[b]thieno[2,3-d]oxepin-2-yl)-1-(2-chlorophenyl)-1H-1,2,4-triazole was reacted with CuCN in DMF to give 325 as a colorless solid after purification by reverse phase HPLC. MS: (ESI+) 405.1 The reactants are C1CCOC1 (THF), O (water), OOS(=O)[O-].[K+] (OXONE), FC=1C=C(C=C(C1)F)C=1C(C(OC1C1=CC(=C(C=C1)SC)C)(C)C)=O (4-(3,5-Difluorophenyl)-2,2-dimethyl-5-{3-methyl-4-(methylthio)phenyl}-3(2H)-furanone). The solvent is CO (methanol). Conditions: time 4 hour. Product: FC=1C=C(C=C(C1)F)C=1C(C(OC1C1=CC(=C(C=C1)S(=O)(=O)C)C)(C)C)=O (4-(3,5-difluorophenyl)-2,2-dimethyl-5-{3-methyl-4-(methylsulfonyl)phenyl}-3(2H)-furanone). RXN SMILES: [F:1][C:2]1[CH:3]=[C:4]([C:9]2[C:10](=[O:25])[C:11]([CH3:24])([CH3:23])[O:12][C:13]=2[C:14]2[CH:19]=[CH:18][C:17](SC)=[C:16]([CH3:22])[CH:15]=2)[CH:5]=[C:6]([F:8])[CH:7]=1.[CH2:26]1COCC1.O.O[O:33][S:34]([O-:36])=O.[K+]>CO>[F:1][C:2]1[CH:3]=[C:4]([C:9]2[C:10](=[O:25])[C:11]([CH3:24])([CH3:23])[O:12][C:13]=2[C:14]2[CH:19]=[CH:18][C:17]([S:34]([CH3:26])(=[O:36])=[O:33])=[C:16]([CH3:22])[CH:15]=2)[CH:5]=[C:6]([F:8])[CH:7]=1 |f:3.4|. Reported procedure: 105 mg of 4-(3,5-difluorophenyl)-2,2-dimethyl-5-{3-methyl-4-(methylthio)-phenyl}-3(2H)-furanone (Example 381) was dissolved in 50 ml methanol, 30 ml THF and 50 ml water, to which was added 513 mg of OXONE. The reaction mixture was stirred at room temperature for 4 hours. Then the mixture was concentrated in vacuo, and was extracted with water 50 ml and dichloromethane (30 ml×3). Concentration of the organic layer under reduced pressure was followed by column chromatography (hexane/ethylacetate=3... The solvent is O1CCCC1 (tetrahydrofuran), O1CCCC1 (tetrahydrofuran). Isolated yield 19.9%. The product is ClC1=C(C=C(C(=C1)Cl)Cl)CN1OCC(C1=O)(C)C (2-[(2,4,5 -trichlorophenyl)methyl]-4,4-dimethyl-3-isoxazolidinone). The reagents and catalysts are [Br-].C(CCC)[N+](CCCC)(CCCC)CCCC (tetrabutylammonium bromide). Run at time 1.5 hour. The reactants are [OH-].[K+] (potassium hydroxide), CC1(C(NOC1)=O)C (4,4-dimethyl-3-isoxazolidinone), ClC1=C(C=C(C(=C1)Cl)Cl)CBr ((2,4,5-trichlorophenyl)methyl bromide). Reaction SMILES: [OH-].[K+].[CH3:3][C:4]1([CH3:10])[CH2:8][O:7][NH:6][C:5]1=[O:9].[Cl:11][C:12]1[CH:17]=[C:16]([Cl:18])[C:15]([Cl:19])=[CH:14][C:13]=1[CH2:20]Br>[Br-].C([N+](CCCC)(CCCC)CCCC)CCC.O1CCCC1>[Cl:11][C:12]1[CH:17]=[C:16]([Cl:18])[C:15]([Cl:19])=[CH:14][C:13]=1[CH2:20][N:6]1[C:5](=[O:9])[C:4]([CH3:10])([CH3:3])[CH2:8][O:7]1 |f:0.1,4.5|. Procedure details: To a stirred suspension of 1.9 grams (0.029 mole) of crushed 85% pure potassium hydroxide and 1.7 grams (0.005 mole) of tetrabutylammonium bromide in 20 ml of tetrahydrofuran was added dropwise a solution of 3.0 grams (0.026 mole) of 4,4-dimethyl-3-isoxazolidinone (Example 30, Step B) and 7.1 grams (0.026 mole) of (2,4,5-trichlorophenyl)methyl bromide in 50 ml of tetrahydrofuran. The addition required one hour. Upon completion of addition the reaction mixture was stirred at ambient temperature f...